This data is from the Open Reaction Database (ORD), a public repository of structured organic reaction records. The task is: describe an organic reaction: reactants, conditions, products, and yield Starting materials: COC(CCCCCCCNC(C=C1C2=CC=CC=C2C=2C=CC=CC12)=O)=O (8-(2-(9H-fluoren-9-ylidene)acetamido)octanoic acid methyl ester), CO (CH3OH), solution, [Li+].[OH-] (LiOH), Cl (hydrochloric acid). Solvent: O (H2O). Conditions: time 24 hour. Yields the product C1=CC=CC=2C3=CC=CC=C3C(C12)=CC(=O)NCCCCCCCC(=O)O (8-(2-(9H-fluoren-9-ylidene)acetamido)octanoic acid). Yield: 94.9%. As a reaction SMILES: C[O:2][C:3](=[O:28])[CH2:4][CH2:5][CH2:6][CH2:7][CH2:8][CH2:9][CH2:10][NH:11][C:12](=[O:27])[CH:13]=[C:14]1[C:26]2[CH:25]=[CH:24][CH:23]=[CH:22][C:21]=2[C:20]2[C:15]1=[CH:16][CH:17]=[CH:18][CH:19]=2.CO.[Li+].[OH-].Cl>O>[CH:16]1[C:15]2[C:14](=[CH:13][C:12]([NH:11][CH2:10][CH2:9][CH2:8][CH2:7][CH2:6][CH2:5][CH2:4][C:3]([OH:28])=[O:2])=[O:27])[C:26]3[C:21](=[CH:22][CH:23]=[CH:24][CH:25]=3)[C:20]=2[CH:19]=[CH:18][CH:17]=1 |f:2.3|. Procedure: 8-(2-(9H-fluoren-9-ylidene)acetamido)octanoic acid methyl ester (377 mg, 1 mmol) and 300 ml of CH3OH were stirred at room temperature while 25 ml of 4 N solution of LiOH in H2O was added. The mixture was stirred for 24 hours at room temperature. The mixture was neutralized with concentrated hydrochloric acid to pH 7 and evaporated under vacuum to remove methanol. The residue was adjusted to pH 3 with concentrated hydrochloric acid. The solids were collected by vacuum filtration, washed with wate... The reactants are solution, C1(=CC=C(C=C1)S(=O)(=O)O)C (4-toluenesulfonic acid), C1(CC1)NC(C1=CC(=C(C=C1)C)N1C=NC2=CC=C(C=C2C1=O)N1CCN(CC1)C)=O (N-cyclopropyl-4-methyl-3-[6-(4-methylpiperazin-1-yl)-4-oxoquinazolin-3(4H)-yl]benzamide). Run in C(C)(=O)OCC (ethyl acetate). Product: C1(=CC=C(C=C1)S(=O)(=O)O)C.C1(CC1)NC(C1=CC(=C(C=C1)C)N1C=NC2=CC=C(C=C2C1=O)N1CCN(CC1)C)=O (N-Cyclopropyl-4-methyl-3-[6-(4-methylpiperazin-1-yl)-4-oxoquinazolin-3(4H)-yl]benzamide 4-toluenesulfonate salt). As a reaction SMILES: [C:1]1([CH3:11])[CH:6]=[CH:5][C:4]([S:7]([OH:10])(=[O:9])=[O:8])=[CH:3][CH:2]=1.[CH:12]1([NH:15][C:16](=[O:42])[C:17]2[CH:22]=[CH:21][C:20]([CH3:23])=[C:19]([N:24]3[C:33](=[O:34])[C:32]4[C:27](=[CH:28][CH:29]=[C:30]([N:35]5[CH2:40][CH2:39][N:38]([CH3:41])[CH2:37][CH2:36]5)[CH:31]=4)[N:26]=[CH:25]3)[CH:18]=2)[CH2:14][CH2:13]1>C(OCC)(=O)C>[C:1]1([CH3:11])[CH:2]=[CH:3][C:4]([S:7]([OH:10])(=[O:8])=[O:9])=[CH:5][CH:6]=1.[CH:12]1([NH:15][C:16](=[O:42])[C:17]2[CH:22]=[CH:21][C:20]([CH3:23])=[C:19]([N:24]3[C:33](=[O:34])[C:32]4[C:27](=[CH:28][CH:29]=[C:30]([N:35]5[CH2:36][CH2:37][N:38]([CH3:41])[CH2:39][CH2:40]5)[CH:31]=4)[N:26]=[CH:25]3)[CH:18]=2)[CH2:14][CH2:13]1 |f:3.4|. Procedure: Using an analogous procedure to that described in Example 45, a 0.1N solution of 4-toluenesulfonic acid in ethyl acetate was reacted with N-cyclopropyl-4-methyl-3-[6-(4-methylpiperazin-1-yl)-4-oxoquinazolin-3(4H)-yl]benzamide to gave the title compound; NMR Spectrum: (DMSOd6) 0.56 (m, 2H), 0.70 (m, 2H), 2.13 (s, 3H), 2.29 (s, 3H), 2.85 (m, 1H), 2.89 (s, 3H), 3.08 (m, 2H), 3.20 (m, 2H), 3.56 (m, 2H), 4.04 (m, 2H), 7.12 (d, 2H), 7.48 (d, 2H), 7.52-7.59 (m, 2H), 7.71 (m, 2H), 7.83 (d, 1H), 7.91 (m,... The reactants are FC(C(=O)O)(F)F (trifluoroacetic acid), C(C)(C)(C)OC(N[C@@H]1CC2=CC=C(C=C2CC1)C(N(CC1CCOCC1)CC1=CC=C(C=C1)OC)=O)=O ({(S)-6-[(4-methoxybenzyl)(tetrahydropyran-4-ylmethyl)carbamoyl]-1,2,3,4-tetrahydronaphthalen-2-yl}carbamic acid tert-butyl ester), C([O-])([O-])=O.[K+].[K+] (potassium carbonate). Solvent: ClCCl (dichloromethane). Reaction conditions: time 1 hour. Product: COC1=CC=C(CN(CC2CCOCC2)CC=2C=C3CC[C@@H](CC3=CC2)N)C=C1 ((S)-6-{[(4-Methoxybenzyl)(tetrahydropyran-4-ylmethyl)amino]methyl}-1,2,3,4-tetrahydronaphthalen-2-ylamine). Reaction SMILES: C(OC(=O)[NH:7][C@H:8]1[CH2:17][CH2:16][C:15]2[C:10](=[CH:11][CH:12]=[C:13]([C:18](=O)[N:19]([CH2:27][C:28]3[CH:33]=[CH:32][C:31]([O:34][CH3:35])=[CH:30][CH:29]=3)[CH2:20][CH:21]3[CH2:26][CH2:25][O:24][CH2:23][CH2:22]3)[CH:14]=2)[CH2:9]1)(C)(C)C.FC(F)(F)C(O)=O.C(=O)([O-])[O-].[K+].[K+]>ClCCl>[CH3:35][O:34][C:31]1[CH:30]=[CH:29][C:28]([CH2:27][N:19]([CH2:18][C:13]2[CH:14]=[C:15]3[C:10](=[CH:11][CH:12]=2)[CH2:9][C@@H:8]([NH2:7])[CH2:17][CH2:16]3)[CH2:20][CH:21]2[CH2:26][CH2:25][O:24][CH2:23][CH2:22]2)=[CH:33][CH:32]=1 |f:2.3.4|. Procedure details: A mixture of {(S)-6-[(4-methoxybenzyl)(tetrahydropyran-4-ylmethyl)carbamoyl]-1,2,3,4-tetrahydronaphthalen-2-yl}carbamic acid tert-butyl ester (9.90 g) and dichloromethane (30 ml) was admixed cautiously with trifluoroacetic acid (2.2 g). After one hour, the reaction mixture was basified with saturated potassium carbonate solution. The organic phase was removed, dried over sodium sulfate and concentrated. The crude product was taken up in THF (300 ml) and treated according to method H with lithium... Reactants: C(C)(C)(C)OC(=O)[C@@H]1N(CCC1)C(CN(CC(=O)N1[C@H](CCC1)C(=O)OC(C)(C)C)CC1=CC=CC=C1)=O ((R)-1-[[Benzyl-[2-[(R)-2-tert-butoxycarbonyl-pyrrolidin-1-yl]-2-oxo-ethyl]-amino]-acetyl]-pyrrolidine-2-carboxylic acid tert-butyl ester), FC(C(=O)O)(F)F (trifluoroacetic acid). Conditions: time 8 hour. Yields the product FC(C(=O)O)(F)F.C(C1=CC=CC=C1)N(CC(=O)N1[C@H](CCC1)C(=O)O)CC(=O)N1[C@H](CCC1)C(=O)O ((R)-1-[[Benzyl-[2-[(R)-2-carboxy-pyrrolidin-1-yl]-2-oxo-ethyl]-amino]-acetyl]-pyrrolidine-2-carboxylic acid trifluoroacetate). Yield: 94.0%. Reaction SMILES: C([O:5][C:6]([C@H:8]1[CH2:12][CH2:11][CH2:10][N:9]1[C:13](=[O:38])[CH2:14][N:15]([CH2:31][C:32]1[CH:37]=[CH:36][CH:35]=[CH:34][CH:33]=1)[CH2:16][C:17]([N:19]1[CH2:23][CH2:22][CH2:21][C@@H:20]1[C:24]([O:26]C(C)(C)C)=[O:25])=[O:18])=[O:7])(C)(C)C.[F:39][C:40]([F:45])([F:44])[C:41]([OH:43])=[O:42]>>[F:39][C:40]([F:45])([F:44])[C:41]([OH:43])=[O:42].[CH2:31]([N:15]([CH2:14][C:13]([N:9]1[CH2:10][CH2:11][CH2:12][C@@H:8]1[C:6]([OH:7])=[O:5])=[O:38])[CH2:16][C:17]([N:19]1[CH2:23][CH2:22][CH2:21][C@@H:20]1[C:24]([OH:26])=[O:25])=[O:18])[C:32]1[CH:33]=[CH:34][CH:35]=[CH:36][CH:37]=1 |f:2.3|. Procedure: A solution of 200 mg (0.38 mmol) (R)-1-[[Benzyl-[2-[(R)-2-tert-butoxycarbonyl-pyrrolidin-1-yl]-2-oxo-ethyl]-amino]-acetyl]-pyrrolidine-2-carboxylic acid tert-butyl ester in 2 ml trifluoroacetic acid was stirred for 3 h at room temperature. The solvent was removed in vacuo and the residue suspended in 10 ml ether. The resulting suspension was stirred overnight. Filtration and drying gave 189 mg (94%) of the title compound as white crystals.